Dataset: the Open Reaction Database (ORD), a public repository of structured organic reaction records. Task: describe an organic reaction: reactants, conditions, products, and yield The reactants are C(C)(=O)OCC (Ethyl acetate), CON=C1CCNC2=CC(=CC=C12)C(F)(F)F (7-(Trifluoromethyl)-2,3-dihydroquinolin-4(1H)-one O-methyl oxime), C(C1=CC=CC=C1)Br (benzyl bromide), C(C)(C)N(CC)C(C)C (diisopropylethylamine). Run in C(C)#N (acetonitrile). Yields the product CON=C1CCN(C2=CC(=CC=C12)C(F)(F)F)CC1=CC=CC=C1 (1-Benzyl-7-(trifluoromethyl)-2,3-dihydroquinolin-4(1H)-one O-methyl oxime). RXN SMILES: [CH3:1][O:2][N:3]=[C:4]1[C:13]2[C:8](=[CH:9][C:10]([C:14]([F:17])([F:16])[F:15])=[CH:11][CH:12]=2)[NH:7][CH2:6][CH2:5]1.[CH2:18](Br)[C:19]1[CH:24]=[CH:23][CH:22]=[CH:21][CH:20]=1.C(N(C(C)C)CC)(C)C.C(OCC)(=O)C>C(#N)C>[CH3:1][O:2][N:3]=[C:4]1[C:13]2[C:8](=[CH:9][C:10]([C:14]([F:15])([F:17])[F:16])=[CH:11][CH:12]=2)[N:7]([CH2:18][C:19]2[CH:24]=[CH:23][CH:22]=[CH:21][CH:20]=2)[CH2:6][CH2:5]1. Reported procedure: A mixture of Example 16D (1.71 g, 7.0 mmol), benzyl bromide (0.88 mL, 7.35 mmol), diisopropylethylamine (2.44 mL, 14.0 mmol) in acetonitrile (12 mL) were heated in a microwave Personal Chemistry at 150° C. for 40 minutes. Ethyl acetate (200 mL) was added and the organic layer was washed twice with water (200 mL) and brine, dried over sodium sulfate, filtered, concentrate under reduced pressure, and chromatographed on silica gel eluting with 0-10% ethyl acetate in hexane to afford the title compo... The reactants are C(C)(C)(C)OC(=O)N1C(OC[C@@H]1CCC1=CC=C(C=C1)N)(C)C ((S)-4-[2-(4-amino-phenyl)-ethyl]-2,2-dimethyl-oxazolidine-3-carboxylic acid tert-butyl ester), example 14 ( b ), CN1CCOCC1 (N-methylmorpholine), CN(C)C(=[N+](C)C)ON1C2=C(C=CC=C2)N=N1.[B-](F)(F)(F)F (TBTU), ClC=1C=CC(=NC1)C(=O)O (5-chloro-2-pyridinecarboxylic acid). Run in C1CCOC1 (THF). Conditions: temperature 50 celsius. The product is C(C)(C)(C)OC(=O)N1C(OC[C@@H]1CCC1=CC=C(C=C1)NC(=O)C1=NC=C(C=C1)Cl)(C)C ((S)-4-(2-{4-[(5-chloro-pyridine-2-carbonyl)-amino]-phenyl}-ethyl)-2,2-dimethyl-oxazolidine-3-carboxylic acid tert-butyl ester). Yield: 91.5%. RXN SMILES: [C:1]([O:5][C:6]([N:8]1[C@@H:12]([CH2:13][CH2:14][C:15]2[CH:20]=[CH:19][C:18]([NH2:21])=[CH:17][CH:16]=2)[CH2:11][O:10][C:9]1([CH3:23])[CH3:22])=[O:7])([CH3:4])([CH3:3])[CH3:2].CN1CCOCC1.CN(C(ON1N=NC2C=CC=CC1=2)=[N+](C)C)C.[B-](F)(F)(F)F.[Cl:53][C:54]1[CH:55]=[CH:56][C:57]([C:60](O)=[O:61])=[N:58][CH:59]=1>C1COCC1>[C:1]([O:5][C:6]([N:8]1[C@@H:12]([CH2:13][CH2:14][C:15]2[CH:16]=[CH:17][C:18]([NH:21][C:60]([C:57]3[CH:56]=[CH:55][C:54]([Cl:53])=[CH:59][N:58]=3)=[O:61])=[CH:19][CH:20]=2)[CH2:11][O:10][C:9]1([CH3:23])[CH3:22])=[O:7])([CH3:4])([CH3:2])[CH3:3] |f:2.3|. Reported procedure: To a stirred suspension of (S)-4-[2-(4-amino-phenyl)-ethyl]-2,2-dimethyl-oxazolidine-3-carboxylic acid tert-butyl ester (150 mg, example 14 (b)) in THF (4 ml) were added sequentially N-methylmorpholine (0.21 ml), TBTU (301 mg) and 5-chloro-2-pyridinecarboxylic acid (111 mg, CAS 86873-60-1) and the mixture was heated at 50° C. for 18 h. The mixture was then concentrated in vacuo and the residue was purified by column chromatography (SiO2; gradient: heptane/EtOAc) to give (S)-4-(2-{4-[(5-chloro-py...